This data is from the Open Reaction Database (ORD), a public repository of structured organic reaction records. The task is: describe an organic reaction: reactants, conditions, products, and yield Reactants: Cl (hydrochloric acid), C(C)OC1=NN(C=C1CCC(=O)OCC)CC=1C=NC(=CC1)OCC1=NC2=CC=CC=C2C=C1 (ethyl 3-[3-ethoxy-1-[6-(2-quinolylmethoxy)-3-pyridylmethyl]-1H-pyrazol-4-yl]propionate), [OH-].[Na+] (sodium hydroxide), O1CCCC1 (tetrahydrofuran). Run in C(C)O (ethanol). Conditions: time 2 hour. Product: C(C)OC1=NN(C=C1CCC(=O)O)CC=1C=NC(=CC1)OCC1=NC2=CC=CC=C2C=C1 (3-[3-ethoxy-1-[6-(2-quinolylmethoxy)-3-pyridylmethyl]-1H-pyrazol-4-yl]propionic acid). The yield is 91.5%. Reaction SMILES: [CH2:1]([O:3][C:4]1[C:8]([CH2:9][CH2:10][C:11]([O:13]CC)=[O:12])=[CH:7][N:6]([CH2:16][C:17]2[CH:18]=[N:19][C:20]([O:23][CH2:24][C:25]3[CH:34]=[CH:33][C:32]4[C:27](=[CH:28][CH:29]=[CH:30][CH:31]=4)[N:26]=3)=[CH:21][CH:22]=2)[N:5]=1)[CH3:2].[OH-].[Na+].O1CCCC1.Cl>C(O)C>[CH2:1]([O:3][C:4]1[C:8]([CH2:9][CH2:10][C:11]([OH:13])=[O:12])=[CH:7][N:6]([CH2:16][C:17]2[CH:18]=[N:19][C:20]([O:23][CH2:24][C:25]3[CH:34]=[CH:33][C:32]4[C:27](=[CH:28][CH:29]=[CH:30][CH:31]=4)[N:26]=3)=[CH:21][CH:22]=2)[N:5]=1)[CH3:2] |f:1.2|. Reported procedure: After a mixture of ethyl 3-[3-ethoxy-1-[6-(2-quinolylmethoxy)-3-pyridylmethyl]-1H-pyrazol-4-yl]propionate (732 mg), 1N aqueous sodium hydroxide solution (3 ml), tetrahydrofuran (6 ml) and ethanol (6 ml) was stirred at room temperature for 2 hours, 1 N hydrochloric acid (3 ml) was added to the mixture, and then the mixture was extracted with ethyl acetate. The ethyl acetate layer was washed with saturated aqueous sodium chloride solution, dried (MgSO4) and concentrated. The resulting colorless cr... Starting materials: FC(C1=CC=C(OC(C=O)C2=CC(=CC=C2)C(F)(F)F)C=C1)(F)F ((4-Trifluoromethyl-phenoxy)-(3-trifluoromethyl-phenyl)-acetaldehyde), FC(C1=CC=C(OC(C=O)C2=CC(=CC=C2)C(F)(F)F)C=C1)(F)F ((4-trifluoromethyl-phenoxy)-(3-trifluoromethyl-phenyl)-acetaldehyde), [BH4-].[Na+] (sodium borohydride), O (water), CCOCC (ether). Run in C(C)(C)O (isopropanol). Product: FC(C1=CC=C(OC(CO)C2=CC(=CC=C2)C(F)(F)F)C=C1)(F)F (2-(4-trifluoromethyl-phenoxy)-2-(3-trifluoromethyl-phenyl)-ethanol). RXN SMILES: [F:1][C:2]([F:24])([F:23])[C:3]1[CH:22]=[CH:21][C:6]([O:7][CH:8]([C:11]2[CH:16]=[CH:15][CH:14]=[C:13]([C:17]([F:20])([F:19])[F:18])[CH:12]=2)[CH:9]=[O:10])=[CH:5][CH:4]=1.[BH4-].[Na+].O.CCOCC>C(O)(C)C>[F:1][C:2]([F:23])([F:24])[C:3]1[CH:4]=[CH:5][C:6]([O:7][CH:8]([C:11]2[CH:16]=[CH:15][CH:14]=[C:13]([C:17]([F:18])([F:19])[F:20])[CH:12]=2)[CH2:9][OH:10])=[CH:21][CH:22]=1 |f:1.2|. Procedure: (4-Trifluoromethyl-phenoxy)-(3-trifluoromethyl-phenyl)-acetaldehyde, 124 (0.02 mol) was dissolved in isopropanol (20 mL) and sodium borohydride (0.02 mol) was added. The progress of the reaction was monitored by TLC. When the reaction was complete, water and ether were added. The organic phase was dried and concentrated, and the residue was chromatographed to afford the title compound 125. 1H-NMR (DMSO, 400MHz): δ 7.75-7.24 (m, 8H), 5.59 (μs, 1H), 5.22 (m, 1H), 3.70 (m, 2H). The reactants are BrC1=C(C=CC(=C1)F)[N+](=O)[O-] (1-Bromo-5-fluoro-2-nitrobenzene), C1(=CC=CC=C1)NC(C)=O (N-phenylacetamide). Product: FC=1C=CC2=C(N(C(=N2)C)C2=CC=CC=C2)C1 (6-Fluoro-2-methyl-1-phenyl-1H-benzoimidazole). Isolated yield 66.0%. Reaction SMILES: Br[C:2]1[CH:7]=[C:6]([F:8])[CH:5]=[CH:4][C:3]=1[N+:9]([O-])=O.[C:12]1([NH:18][C:19](=O)[CH3:20])[CH:17]=[CH:16][CH:15]=[CH:14][CH:13]=1>>[F:8][C:6]1[CH:5]=[CH:4][C:3]2[N:9]=[C:19]([CH3:20])[N:18]([C:12]3[CH:17]=[CH:16][CH:15]=[CH:14][CH:13]=3)[C:2]=2[CH:7]=1. Reported procedure: The title compound was prepared with the analogous procedure described in example 3 using 1-Bromo-5-fluoro-2-nitrobenzene and N-phenylacetamide (81 mg, 0.6 mmol) as starting materials to yield the title compound as brown solid (75 mg, 66%). 1H NMR (DMSO) δ 2.50 (s, 3 H), 7.11 (d, 1 H), 7.21-7.29 (m, 1H), 7.59-7.69 (m, 5 H), 7.79 (br s, 1 H). The reactants are O=C(O)c1cc(Br)ccc1Cl, NCC12CC3CC(CC(C3)C1)C2, CN(C)C=O, CCN(C(C)C)C(C)C, O=C(Cl)C(=O)Cl, ClCCl. Yields the product O=C(NCC12CC3CC(CC(C3)C1)C2)c1cc(Br)ccc1Cl. Reaction SMILES: [Br:1][c:2]1[cH:3][cH:4][c:5]([Cl:11])[c:6]([C:7](=[O:8])[OH:9])[cH:10]1.[C:27]12([CH2:37][NH2:38])[CH2:28][CH:29]3[CH2:30][CH:31]([CH2:32][CH:33]([CH2:34]1)[CH2:35]3)[CH2:36]2.[CH3:39][N:40]([CH3:41])[CH:42]=[O:43].[CH:18]([N:19]([CH:20]([CH3:21])[CH3:22])[CH2:23][CH3:24])([CH3:25])[CH3:26].[Cl:12][C:13]([C:14]([Cl:15])=[O:16])=[O:17].[Cl:44][CH2:45][Cl:46]>>[Br:1][c:2]1[cH:3][cH:4][c:5]([Cl:11])[c:6]([C:7](=[O:9])[NH:38][CH2:37][C:27]23[CH2:28][CH:29]4[CH2:30][CH:31]([CH2:32][CH:33]([CH2:34]2)[CH2:35]4)[CH2:36]3)[cH:10]1. Reaction conditions: time 65 hour. The product is CN(C1(CCC2(OCCO2)CC1)C#N)C (8-dimethylamino-1,4-dioxaspiro[4.5]decane-8-carbonitrile). The solvent is CO (methanol). RXN SMILES: [O:1]1[C:5]2([CH2:10][CH2:9][C:8](=O)[CH2:7][CH2:6]2)[O:4][CH2:3][CH2:2]1.[CH3:12][NH:13][CH3:14].[C-]#N.[K+].Cl.[CH3:19][NH:20]C>CO>[CH3:12][N:13]([CH3:14])[C:8]1([C:19]#[N:20])[CH2:9][CH2:10][C:5]2([O:4][CH2:3][CH2:2][O:1]2)[CH2:6][CH2:7]1 |f:2.3,4.5|. Starting materials: O1CCOC12CCC(CC2)=O (1,4-dioxaspiro[4.5]decan-8-one), Cl.CNC (dimethylamine hydrochloride), CNC (dimethylamine), [C-]#N.[K+] (potassium cyanide). Reported procedure: Starting with 200 g 1,4-dioxaspiro[4.5]decan-8-one, 168 l aqueous dimethylamine solution (40% by volume), 200 ml methanol, 200 g potassium cyanide and 303 g dimethylamine hydrochloride were added and the reaction mixture was stirred for 65 hours at ambient temperature. The resultant white suspension was extracted four times with 800 ml diethylether in each case, the combined extracts were initially concentrated and taken up with 500 ml dichloromethane, the organic phase was separated, dried over... The reactants are COC(=O)C(O)C(N)Cc1ccccc1, CCN=C=NCCCN(C)C, CCN(C(C)C)C(C)C, O=C(O)c1cc2cc(Cl)ncc2[nH]1, CN(C)C=O, On1nnc2ccccc21. The product is COC(=O)C(O)C(Cc1ccccc1)NC(=O)c1cc2cc(Cl)ncc2[nH]1. As a reaction SMILES: [CH3:14][O:15][C:16]([CH:17]([CH:18]([CH2:19][c:20]1[cH:21][cH:22][cH:23][cH:24][cH:25]1)[NH2:26])[OH:27])=[O:28].[CH3:48][CH2:49][N:50]=[C:51]=[N:52][CH2:53][CH2:54][CH2:55][N:56]([CH3:57])[CH3:58].[CH:39]([N:40]([CH2:41][CH3:42])[CH:43]([CH3:44])[CH3:45])([CH3:46])[CH3:47].[Cl:1][c:2]1[cH:3][c:4]2[c:5]([cH:6][n:7]1)[nH:8][c:9]([C:11](=[O:12])[OH:13])[cH:10]2.[O:59]=[CH:60][N:61]([CH3:62])[CH3:63].[OH:29][n:30]1[c:31]2[c:32]([cH:33][cH:34][cH:35][cH:36]2)[n:37][n:38]1>>[Cl:1][c:2]1[cH:3][c:4]2[c:5]([cH:6][n:7]1)[nH:8][c:9]([C:11](=[O:13])[NH:26][CH:18]([CH:17]([C:16]([O:15][CH3:14])=[O:28])[OH:27])[CH2:19][c:20]1[cH:21][cH:22][cH:23][cH:24][cH:25]1)[cH:10]2. Reactants: O=C(O)C1CC(S(=O)(=O)c2ccc(F)cc2Cl)CC1COc1ccc(F)cc1, N#CC1(N)CC1. As a reaction SMILES: [Cl:1][c:2]1[c:3]([S:9](=[O:10])(=[O:11])[CH:12]2[CH2:13][CH:14]([CH2:20][O:21][c:22]3[cH:23][cH:24][c:25]([F:28])[cH:26][cH:27]3)[CH:15]([C:17](=[O:18])[OH:19])[CH2:16]2)[cH:4][cH:5][c:6]([F:8])[cH:7]1.[NH2:29][C:30]1([C:33]#[N:34])[CH2:31][CH2:32]1>>[Cl:1][c:2]1[c:3]([S:9](=[O:10])(=[O:11])[CH:12]2[CH2:13][CH:14]([CH2:20][O:21][c:22]3[cH:23][cH:24][c:25]([F:28])[cH:26][cH:27]3)[CH:15]([C:17](=[O:19])[NH:29][C:30]3([C:33]#[N:34])[CH2:31][CH2:32]3)[CH2:16]2)[cH:4][cH:5][c:6]([F:8])[cH:7]1. The product is N#CC1(NC(=O)C2CC(S(=O)(=O)c3ccc(F)cc3Cl)CC2COc2ccc(F)cc2)CC1.